This data is from the Open Reaction Database (ORD), a public repository of structured organic reaction records. The task is: describe an organic reaction: reactants, conditions, products, and yield Reactants: OC1CCN(CC1)C(=O)OC(C)(C)C (t-butyl 4-hydroxypiperidine-1-carboxylate), C1(=CC=CC=C1)P(C1=CC=CC=C1)C1=CC=CC=C1 (triphenylphosphine), ON1C(C2=CC=CC=C2C1=O)=O (2-hydroxyisoindoline-1,3-dione), N(=N\C(=O)OC(C)C)/C(=O)OC(C)C ((E)-diisopropyl diazene-1,2-dicarboxylate). Reaction conditions: time 10 minute. Yields the product O=C1N(C(C2=CC=CC=C12)=O)OC1CCN(CC1)C(=O)OC(C)(C)C (t-Butyl 4-(1,3-dioxoisoindolin-2-yloxy)piperidine-1-carboxylate). Isolated yield 58.6%. As a reaction SMILES: [OH:1][CH:2]1[CH2:7][CH2:6][N:5]([C:8]([O:10][C:11]([CH3:14])([CH3:13])[CH3:12])=[O:9])[CH2:4][CH2:3]1.C1(P(C2C=CC=CC=2)C2C=CC=CC=2)C=CC=CC=1.O[N:35]1[C:43](=[O:44])[C:42]2[C:37](=[CH:38][CH:39]=[CH:40][CH:41]=2)[C:36]1=[O:45].N(/C(OC(C)C)=O)=N\C(OC(C)C)=O>>[O:45]=[C:36]1[C:37]2[C:42](=[CH:41][CH:40]=[CH:39][CH:38]=2)[C:43](=[O:44])[N:35]1[O:1][CH:2]1[CH2:3][CH2:4][N:5]([C:8]([O:10][C:11]([CH3:14])([CH3:13])[CH3:12])=[O:9])[CH2:6][CH2:7]1. Procedure details: To a solution of t-butyl 4-hydroxypiperidine-1-carboxylate (250 mg, 1.242 mmol) was added triphenylphosphine (326 mg, 1.242 mmol) and 2-hydroxyisoindoline-1,3-dione (203 mg, 1.242 mmol). After stirring at rt for 10 min, (E)-diisopropyl diazene-1,2-dicarboxylate (251 mg, 1.242 mmol) was added. After stirring at 30° C. overnight, the reaction mixture was quenched with NH4Cl (aq), extracted with EtOAc, washed with NH4Cl (aq), dried over Na2SO4, filtered and concentrated in vacuo to give a crude pro... Starting materials: solution, CC(C)C[AlH]CC(C)C (DIBAL-H), ClC=1C=C(CNC2=NC=C(C(=O)OC)C=C2)C=CC1Cl (methyl 6-((3,4-dichlorobenzyl)amino)nicotinate). Solvent: C1(=CC=CC=C1)C (toluene), C1CCOC1 (THF), C1CCOC1 (THF). Reaction conditions: time 1.5 hour. Yields the product ClC=1C=C(CNC2=CC=C(C=N2)CO)C=CC1Cl ((6-(3,4-dichlorobenzylamino)pyridin-3-yl)methanol). The yield is 57.4%. RXN SMILES: [Cl:1][C:2]1[CH:3]=[C:4]([CH:17]=[CH:18][C:19]=1[Cl:20])[CH2:5][NH:6][C:7]1[CH:16]=[CH:15][C:10]([C:11](OC)=[O:12])=[CH:9][N:8]=1.CC(C[AlH]CC(C)C)C>C1COCC1.C1(C)C=CC=CC=1>[Cl:1][C:2]1[CH:3]=[C:4]([CH:17]=[CH:18][C:19]=1[Cl:20])[CH2:5][NH:6][C:7]1[N:8]=[CH:9][C:10]([CH2:11][OH:12])=[CH:15][CH:16]=1. Procedure details: A solution of methyl 6-((3,4-dichlorobenzyl)amino)nicotinate (0.88 g, 2.83 mmol) in THF (18.9 mL) was cooled to −78° C. and a 1M solution of DIBAL-H (14.14 mL, 14.14 mmol) in toluene was added. The mixture was stirred for 1.5 h while warming to room temperature. The reaction mixture was diluted with THF (20 mL) and quenched with Na2SO4.10H2O followed by a few drops of water. The mixture was stirred at room temperature for 18 h, then filtered through a pad of Celite topped with silica gel. The pa...